This data is from the Open Reaction Database (ORD), a public repository of structured organic reaction records. The task is: describe an organic reaction: reactants, conditions, products, and yield Starting materials: [Li]CCCC, C1CCOC1, CCOCC, CC1(C)CCCC(C)(C)N1, COCOc1cccc(Cl)c1, O=C=O, O. Yields the product COCOc1cccc(Cl)c1C(=O)O. Reaction SMILES: [CH2:1]([Li:2])[CH2:3][CH2:4][CH3:5].[CH2:30]1[O:31][CH2:32][CH2:33][CH2:34]1.[CH3:36][CH2:37][O:38][CH2:39][CH3:40].[CH3:6][C:7]1([CH3:8])[CH2:9][CH2:10][CH2:11][C:12]([CH3:13])([CH3:14])[NH:15]1.[Cl:16][c:17]1[cH:18][c:19]([O:23][CH2:24][O:25][CH3:26])[cH:20][cH:21][cH:22]1.[O:27]=[C:28]=[O:29].[OH2:35]>>[Cl:16][c:17]1[c:18]([C:28](=[O:27])[OH:29])[c:19]([O:23][CH2:24][O:25][CH3:26])[cH:20][cH:21][cH:22]1. Starting materials: O=C1NC2=C(N1C1CCN(CC1)C(=O)OC(C)(C)C)C=C(C=C2)OC(F)(F)F (1,1-dimethylethyl 4-{2-oxo-6-[(trifluoromethyl)oxy]-2,3-dihydro-1H-benzimidazol-1-yl}-1-piperidinecarboxylate), Cl (hydrogen chloride). Run in CO (methanol), C(C)O (ethanol). Reaction conditions: time 1 hour. The product is Cl.N1CCC(CC1)N1C(NC2=C1C=C(C=C2)OC(F)(F)F)=O (1-(4-Piperidinyl)-6-[(trifluoromethyl)oxy]-1,3-dihydro-2H-benzimidazol-2-one hydrochloride). Reaction SMILES: [O:1]=[C:2]1[N:6]([CH:7]2[CH2:12][CH2:11][N:10](C(OC(C)(C)C)=O)[CH2:9][CH2:8]2)[C:5]2[CH:20]=[C:21]([O:24][C:25]([F:28])([F:27])[F:26])[CH:22]=[CH:23][C:4]=2[NH:3]1.[ClH:29]>CO.C(O)C>[ClH:29].[NH:10]1[CH2:11][CH2:12][CH:7]([N:6]2[C:5]3[CH:20]=[C:21]([O:24][C:25]([F:27])([F:26])[F:28])[CH:22]=[CH:23][C:4]=3[NH:3][C:2]2=[O:1])[CH2:8][CH2:9]1 |f:4.5|. Reported procedure: A solution of 1,1-dimethylethyl 4-{2-oxo-6-[(trifluoromethyl)oxy]-2,3-dihydro-1H-benzimidazol-1-yl}-1-piperidinecarboxylate (D31) (1.54 g) in methanol (20 mL) was treated with a saturated solution of hydrogen chloride in ethanol (10 mL). The mixture was stirred for 1 hour when the solvent was removed to give the title compound as a white solid (1.28 g).